From a dataset of the Open Reaction Database (ORD), a public repository of structured organic reaction records. describe an organic reaction: reactants, conditions, products, and yield Starting materials: CCCC[N+](CCCC)(CCCC)CCCC.[F-] (TBAF), [Si](C)(C)(C(C)(C)C)OCC(C)(C)C1=CC=C(C(=O)NC2=CC3=C(C=N2)C(=CN3C3CC3)Cl)C=C1 (4-(1-(tert-butyldimethylsilyloxy)-2-methylpropan-2-yl)-N-(3-chloro-1-cyclopropyl-1H-pyrrolo[3,2-c]pyridin-6-yl)benzamide), [NH4+].[Cl-] (NH4Cl). Solvent: C1CCOC1 (THF). Run at temperature 60 celsius. Product: ClC1=CN(C2=C1C=NC(=C2)NC(C2=CC=C(C=C2)C(CO)(C)C)=O)C2CC2 (N-(3-chloro-1-cyclopropyl-1H-pyrrolo[3,2-c]pyridin-6-yl)-4-(1-hydroxy-2-methylpropan-2-yl)benzamide). The yield is 84.7%. As a reaction SMILES: [Si]([O:8][CH2:9][C:10]([C:13]1[CH:34]=[CH:33][C:16]([C:17]([NH:19][C:20]2[N:25]=[CH:24][C:23]3[C:26]([Cl:32])=[CH:27][N:28]([CH:29]4[CH2:31][CH2:30]4)[C:22]=3[CH:21]=2)=[O:18])=[CH:15][CH:14]=1)([CH3:12])[CH3:11])(C(C)(C)C)(C)C.CCCC[N+](CCCC)(CCCC)CCCC.[F-].[NH4+].[Cl-]>C1COCC1>[Cl:32][C:26]1[C:23]2[CH:24]=[N:25][C:20]([NH:19][C:17](=[O:18])[C:16]3[CH:15]=[CH:14][C:13]([C:10]([CH3:12])([CH3:11])[CH2:9][OH:8])=[CH:34][CH:33]=3)=[CH:21][C:22]=2[N:28]([CH:29]2[CH2:31][CH2:30]2)[CH:27]=1 |f:1.2,3.4|. Procedure details: To 4-(1-(tert-butyldimethylsilyloxy)-2-methylpropan-2-yl)-N-(3-chloro-1-cyclopropyl-1H-pyrrolo[3,2-c]pyridin-6-yl)benzamide (20 mg, 0.040 mmol) was added THF (800 μl). At room temperature, TBAF (1.0M solution in THF, 50 μl) was added. The mixture was heated to 60° C. for 1 hr. After reaction was completed, 2 ml saturated NH4Cl was added and the mixture was extracted with EtOAc (3×2 ml). Organic layers were combined, dried, filtered and concentrated. The crude product was purified by preparatory ... Procedure details: Ethyl 4-(2-chloro-6-formylphenylthio)butyrate was synthesized from 2,3-dichlorobenzaldehyde and ethyl 4-mercaptobutyrate in the same manner as Example 2. After column chromatography, vacuum concentration yielded ethyl 4-(2-chloro-6-formylpehylthio)butyrate (Yield 70%) as a yellow oily matter. Reactants: ClC1=C(C=O)C=CC=C1Cl (2,3-dichlorobenzaldehyde), SCCCC(=O)OCC (ethyl 4-mercaptobutyrate). The product is ClC1=C(C(=CC=C1)C=O)SCCCC(=O)OCC (Ethyl 4-(2-chloro-6-formylphenylthio)butyrate), ethyl 4-(2-chloro-6-formylpehylthio)butyrate. As a reaction SMILES: Cl[C:2]1[C:9]([Cl:10])=[CH:8][CH:7]=[CH:6][C:3]=1[CH:4]=[O:5].[SH:11][CH2:12][CH2:13][CH2:14][C:15]([O:17][CH2:18][CH3:19])=[O:16]>>[Cl:10][C:9]1[CH:8]=[CH:7][CH:6]=[C:3]([CH:4]=[O:5])[C:2]=1[S:11][CH2:12][CH2:13][CH2:14][C:15]([O:17][CH2:18][CH3:19])=[O:16]. The yield is 70.0%. The reactants are C1(=CC=CC=C1)P(=O)(C1=CC=CC=C1)N=[N+]=[N-] (diphenylphosphoryl azide), C(C)(C)(C)[Si](O[C@@H]1C[C@@H](CC1)O)(C)C ((+)-(1R,3S)-3-(tert-butyl-dimethyl-silanyloxy)-cyclopentanol), C1(=CC=CC=C1)P(C1=CC=CC=C1)C1=CC=CC=C1 (triphenyl phosphine), N(=NC(=O)OCC)C(=O)OCC (diethyl azodicarboxylate). Solvent: O1CCCC1 (tetrahydrofuran). Reaction conditions: time 2.5 minute. Yields the product N(=[N+]=[N-])[C@@H]1C[C@H](CC1)O[Si](C)(C)C(C)(C)C ((+)-(1S,3S)-(3-azido-cyclopentyloxy)-tert-butyl-dimethyl-silane). RXN SMILES: [C:1]([Si:5]([CH3:14])([CH3:13])[O:6][C@H:7]1[CH2:11][CH2:10][C@@H:9](O)[CH2:8]1)([CH3:4])([CH3:3])[CH3:2].C1(P(C2C=CC=CC=2)C2C=CC=CC=2)C=CC=CC=1.N(C(OCC)=O)=NC(OCC)=O.C1(P([N:60]=[N+:61]=[N-:62])(C2C=CC=CC=2)=O)C=CC=CC=1>O1CCCC1>[N:60]([C@H:9]1[CH2:10][CH2:11][C@H:7]([O:6][Si:5]([C:1]([CH3:4])([CH3:3])[CH3:2])([CH3:14])[CH3:13])[CH2:8]1)=[N+:61]=[N-:62]. Reported procedure: To a 0° C. solution of (+)-(1R,3S)-3-(tert-butyl-dimethyl-silanyloxy)-cyclopentanol (745 mg, 3.44 mmol) (from Example 29b supra) and triphenyl phosphine (1.17 g, 4.47 mmol) (Aldrich) in anhydrous tetrahydrofuran (60 mL) was added dropwise diethyl azodicarboxylate (710 μL, 780 mg, 4.47 mmol) (Aldrich). After 2 to 3 minutes followed a dropwise addition of diphenylphosphoryl azide (950 μL, 1.23 g, 4.47 mmol) (Aldrich). The mixture was allowed to warm up slowly to room temperature stirred overnight ... The product is C(C1=CC=CC=C1)OC(NC1(CC1)[C@@H](C1CC1)NC1=NC(=C(N=C1)C(N)=O)NC1=CC(=CC=C1)C1=NC=CC=N1)=O ((R)-benzyl-1-((5-carbamoyl-6-(3-(pyrimidin-2-yl)phenylamino)pyrazin-2-ylamino)(cyclopropyl)methyl)cyclopropylcarbamate). Starting materials: C(C1=CC=CC=C1)OC(NC1(CC1)[C@@H](C1CC1)NC1=NC(=C(N=C1)C#N)NC1=CC(=CC=C1)C1=NC=CC=N1)=O ((R)-benzyl-1-((5-cyano-6-(3-(pyrimidin-2-yl)phenylamino)pyrazin-2-ylamino)(cyclopropyl)methyl)cyclopropylcarbamate), C(=O)([O-])[O-].[K+].[K+] (K2CO3). Reagents/catalysts: OO (H2O2). The solvent is CO (methanol). Reaction SMILES: [CH2:1]([O:8][C:9](=[O:40])[NH:10][C:11]1([C@H:14]([NH:18][C:19]2[CH:24]=[N:23][C:22]([C:25]#[N:26])=[C:21]([NH:27][C:28]3[CH:33]=[CH:32][CH:31]=[C:30]([C:34]4[N:39]=[CH:38][CH:37]=[CH:36][N:35]=4)[CH:29]=3)[N:20]=2)[CH:15]2[CH2:17][CH2:16]2)[CH2:13][CH2:12]1)[C:2]1[CH:7]=[CH:6][CH:5]=[CH:4][CH:3]=1.C([O-])([O-])=[O:42].[K+].[K+]>CO.OO>[CH2:1]([O:8][C:9](=[O:40])[NH:10][C:11]1([C@H:14]([NH:18][C:19]2[CH:24]=[N:23][C:22]([C:25](=[O:42])[NH2:26])=[C:21]([NH:27][C:28]3[CH:33]=[CH:32][CH:31]=[C:30]([C:34]4[N:39]=[CH:38][CH:37]=[CH:36][N:35]=4)[CH:29]=3)[N:20]=2)[CH:15]2[CH2:17][CH2:16]2)[CH2:12][CH2:13]1)[C:2]1[CH:3]=[CH:4][CH:5]=[CH:6][CH:7]=1 |f:1.2.3|. Reported procedure: To a mixture of (R)-benzyl-1-((5-cyano-6-(3-(pyrimidin-2-yl)phenylamino)pyrazin-2-ylamino)(cyclopropyl)methyl)cyclopropylcarbamate in methanol (2 ml) was added K2CO3 (excess) and H2O2 (50%, a few drops). After completion, it was concentrated to give (R)-benzyl-1-((5-carbamoyl-6-(3-(pyrimidin-2-yl)phenylamino)pyrazin-2-ylamino)(cyclopropyl)methyl)cyclopropylcarbamate. Reactants: C(CC(=O)OC(C)(C)C)(=O)OC(C)(C)C (Di-tert-butyl malonate), FC1=C(C(=CC=C1F)[N+](=O)[O-])OC=1C=C(C#N)C=C(C1)OC (3-[(2,3-difluoro-6-nitrophenyl)oxy]-5-(methyloxy)benzonitrile), Cl (HCl), [H-].[Na+] (NaH). The solvent is C1CCOC1 (THF), C1CCOC1 (THF). Reaction conditions: time 30 minute. Yields the product CC(C)(C)OC(C(C(=O)OC(C)(C)C)C1=C(C(=C(C=C1)[N+](=O)[O-])OC1=CC(=CC(=C1)OC)C#N)F)=O (bis(1,1-dimethylethyl)(3-{[3-cyano-5-(methyloxy)phenyl]oxy}-2-fluoro-4-nitrophenyl)propanedioate). The yield is 96.6%. As a reaction SMILES: [C:1]([O:11][C:12]([CH3:15])([CH3:14])[CH3:13])(=[O:10])[CH2:2][C:3]([O:5][C:6]([CH3:9])([CH3:8])[CH3:7])=[O:4].[H-].[Na+].[F:18][C:19]1[C:24](F)=[CH:23][CH:22]=[C:21]([N+:26]([O-:28])=[O:27])[C:20]=1[O:29][C:30]1[CH:31]=[C:32]([CH:35]=[C:36]([O:38][CH3:39])[CH:37]=1)[C:33]#[N:34].Cl>C1COCC1>[CH3:13][C:12]([O:11][C:1](=[O:10])[CH:2]([C:24]1[CH:23]=[CH:22][C:21]([N+:26]([O-:28])=[O:27])=[C:20]([O:29][C:30]2[CH:37]=[C:36]([O:38][CH3:39])[CH:35]=[C:32]([C:33]#[N:34])[CH:31]=2)[C:19]=1[F:18])[C:3]([O:5][C:6]([CH3:7])([CH3:8])[CH3:9])=[O:4])([CH3:15])[CH3:14] |f:1.2|. Procedure: Di-tert-butyl malonate (11.22 g, 51.9 mmol) was added dropwise. to a 0° C. solution of NaH (5.09 g, 127 mmol) in THF (150 ml). The reaction mixture was allowed to warm to RT, stirred for an additional 30 mins, and cooled to 0° C. A solution of 3-[(2,3-difluoro-6-nitrophenyl)oxy]-5-(methyloxy)benzonitrile (14.44 g, 47.2 mmol) in THF (50 mL) was added slowly and the reaction mixture was stirred at RT overnight. Dilute HCl was carefully added and the solution was extracted with EtOAc (3×100 mL). Th... Starting materials: CC(C)(C)[Si](C)(C)Cl, CN(C)C=O, CC(C)(C)OC(=O)NCC(O)CNC(=O)OC(C)(C)C, c1c[nH]cn1. Yields the product CC(C)(C)OC(=O)NCC(CNC(=O)OC(C)(C)C)O[Si](C)(C)C(C)(C)C. As a reaction SMILES: [C:26]([CH3:27])([CH3:28])([CH3:29])[Si:30]([CH3:31])([CH3:32])[Cl:33].[O:34]=[CH:35][N:36]([CH3:37])[CH3:38].[OH:1][CH:2]([CH2:3][NH:4][C:5]([O:6][C:7]([CH3:8])([CH3:9])[CH3:10])=[O:11])[CH2:12][NH:13][C:14]([O:15][C:16]([CH3:17])([CH3:18])[CH3:19])=[O:20].[nH:21]1[cH:22][cH:23][n:24][cH:25]1>>[O:1]([CH:2]([CH2:3][NH:4][C:5]([O:6][C:7]([CH3:8])([CH3:9])[CH3:10])=[O:11])[CH2:12][NH:13][C:14]([O:15][C:16]([CH3:17])([CH3:18])[CH3:19])=[O:20])[Si:30]([C:26]([CH3:27])([CH3:28])[CH3:29])([CH3:31])[CH3:32].